Dataset: the Open Reaction Database (ORD), a public repository of structured organic reaction records. Task: describe an organic reaction: reactants, conditions, products, and yield Starting materials: ClC1=NSC(=C1C#N)C1=C(C=CC=C1)C (3-chloro-5-(2-methylphenyl)-1,2-thiazole-4-carbonitrile), S(O)(O)(=O)=O (sulfuric acid), N(=O)[O-].[Na+] (NaNO2), O (water). Reaction conditions: temperature 120 celsius, time 1 hour. The product is ClC1=NSC(=C1C(=O)O)C1=C(C=CC=C1)C (3-chloro-5-(2-methylphenyl)-1,2-thiazole-4-carboxylic acid). RXN SMILES: [Cl:1][C:2]1[C:6]([C:7]#N)=[C:5]([C:9]2[CH:14]=[CH:13][CH:12]=[CH:11][C:10]=2[CH3:15])[S:4][N:3]=1.S(=O)(=O)(O)[OH:17].N([O-])=O.[Na+].[OH2:25]>>[Cl:1][C:2]1[C:6]([C:7]([OH:17])=[O:25])=[C:5]([C:9]2[CH:14]=[CH:13][CH:12]=[CH:11][C:10]=2[CH3:15])[S:4][N:3]=1 |f:2.3|. Reported procedure: Into a 100-mL round-bottom flask, was placed 3-chloro-5-(2-methylphenyl)-1,2-thiazole-4-carbonitrile (6 g, 25.56 mmol, 1.00 equiv). This was followed by the addition of sulfuric acid (8 mL). The mixture was stirred at 120° C. for 1 h. To this was added a solution of NaNO2 (3.54 g, 51.30 mmol, 2.01 equiv) in water (5 mL) dropwise with stirring at 0° C. The resulting solution was stirred for 1 h at 50° C. in an oil bath. The resulting solution was extracted with 3×50 mL of ethyl acetate and the or... Reactants: COC1=CC=2CC[C@@H]3[C@H](CC[C@@]4(C(CC[C@@H]34)=O)C)C2C=C1 (3-methoxy-13β-methylgona-1,3,5 -(10)-trien-17-one), Cl (hydrochloric acid), calomel, CC1=NC(=CC=C1)C (2,6-dimethylpyridine), tetrabutylammonium fluoborate. Reagents/catalysts: [Ni] (nickel), [Pt] (platinum). The solvent is O1CCCC1 (tetrahydrofuran), O (Water), O (water), C(C)#N (acetonitrile). The product is COC1=CC=2CC[C@@H]3C(=CC[C@@]4(C(CC[C@@H]34)=O)C)C2C=C1 (3-methoxy-13β-methylgona-1,3,5(10), 9(11)-tetraen-17-one). The yield is 60.4%. RXN SMILES: [CH3:1][O:2][C:3]1[CH:21]=[CH:20][C:19]2[C@H:9]3[CH2:10][CH2:11][C@@:12]4([CH3:18])[C@H:16]([C@@H:8]3[CH2:7][CH2:6][C:5]=2[CH:4]=1)[CH2:15][CH2:14][C:13]4=[O:17].CC1C=CC=C(C)N=1.Cl>C(#N)C.O.O1CCCC1.[Pt].[Ni]>[CH3:1][O:2][C:3]1[CH:21]=[CH:20][C:19]2[C:9]3=[CH:10][CH2:11][C@@:12]4([CH3:18])[C@H:16]([C@@H:8]3[CH2:7][CH2:6][C:5]=2[CH:4]=1)[CH2:15][CH2:14][C:13]4=[O:17]. Reported procedure: A solution of 0.5 gram of 3-methoxy-13β-methylgona-1,3,5 -(10)-trien-17-one, 0.5 milliliter of 2,6-dimethylpyridine, 1.97 grams of tetrabutylammonium fluoborate [(C4H9)4N-BF4 ] in 40 milliliters of acetonitrile, 10 milliliters of water and 10 milliliters of tetrahydrofuran was electrolyzed between a platinum anode having a surface area of 21 square centimeters and a nickel cathode having a surface area of 20 square centimeters while a potential of 1.7 volts measured at the anode against a satura... Reported procedure: Nα-isobutyl-Nα-(4-nitrobenzenesulfonyl)-L-lysine was reacted with 3,4-dimethoxycinnamic acid under the conditions described in example 86 to yield 73% of the desired product. The yield is 73.0%. Reactants: C(C(C)C)N([C@@H](CCCCN)C(=O)O)S(=O)(=O)C1=CC=C(C=C1)[N+](=O)[O-] (Nα-isobutyl-Nα-(4-nitrobenzenesulfonyl)-L-lysine), COC=1C=C(C=CC(=O)O)C=CC1OC (3,4-dimethoxycinnamic acid). The product is C(C(C)C)N([C@@H](CCCCNC(C=CC1=CC(=C(C=C1)OC)OC)=O)C(=O)O)S(=O)(=O)C1=CC=C(C=C1)[N+](=O)[O-] (Nα-Isobutyl-Nα-(4-nitrobenzenesulfonyl)-Nε-(3,4-dimethoxycinnamoyl)-L-lysine). As a reaction SMILES: [CH2:1]([N:5]([S:15]([C:18]1[CH:23]=[CH:22][C:21]([N+:24]([O-:26])=[O:25])=[CH:20][CH:19]=1)(=[O:17])=[O:16])[C@H:6]([C:12]([OH:14])=[O:13])[CH2:7][CH2:8][CH2:9][CH2:10][NH2:11])[CH:2]([CH3:4])[CH3:3].[CH3:27][O:28][C:29]1[CH:30]=[C:31]([CH:37]=[CH:38][C:39]=1[O:40][CH3:41])[CH:32]=[CH:33][C:34](O)=[O:35]>>[CH2:1]([N:5]([S:15]([C:18]1[CH:23]=[CH:22][C:21]([N+:24]([O-:26])=[O:25])=[CH:20][CH:19]=1)(=[O:17])=[O:16])[C@H:6]([C:12]([OH:14])=[O:13])[CH2:7][CH2:8][CH2:9][CH2:10][NH:11][C:34](=[O:35])[CH:33]=[CH:32][C:31]1[CH:37]=[CH:38][C:39]([O:40][CH3:41])=[C:29]([O:28][CH3:27])[CH:30]=1)[CH:2]([CH3:4])[CH3:3]. Reactants: FC(COC1=C2C=CC=NC2=C(C(=C1C(=O)OCC)C(=O)OCC)OCC(F)(F)F)(F)F (Diethyl 5,8-bis(2,2,2-trifluoroethoxy)quinoline-6,7-dicarboxylate), [OH-].[Na+] (NaOH), Cl (HCl), [NH4+].[Cl-] (NH4Cl). Solvent: CO (MeOH), C1CCOC1 (THF). The product is FC(COC1=C2C=CC=NC2=C(C(=C1C(=O)O)C(=O)O)OCC(F)(F)F)(F)F (5,8-bis(2,2,2-Trifluoroethoxy)quinoline-6,7-dicarboxylic Acid). Yield: 100.0%. As a reaction SMILES: [F:1][C:2]([F:32])([F:31])[CH2:3][O:4][C:5]1[C:14]([C:15]([O:17]CC)=[O:16])=[C:13]([C:20]([O:22]CC)=[O:21])[C:12]([O:25][CH2:26][C:27]([F:30])([F:29])[F:28])=[C:11]2[C:6]=1[CH:7]=[CH:8][CH:9]=[N:10]2.[OH-].[Na+].[NH4+].[Cl-].Cl>CO.C1COCC1>[F:32][C:2]([F:1])([F:31])[CH2:3][O:4][C:5]1[C:14]([C:15]([OH:17])=[O:16])=[C:13]([C:20]([OH:22])=[O:21])[C:12]([O:25][CH2:26][C:27]([F:30])([F:29])[F:28])=[C:11]2[C:6]=1[CH:7]=[CH:8][CH:9]=[N:10]2 |f:1.2,3.4|. Reported procedure: A solution containing diethyl 5,8-bis(2,2,2-trifluoroethoxy)quinoline-6,7-dicarboxylate 3 (84.7 g, 180 mmol), 5 N NaOH (180 ml), THF (360 ml) and MeOH (180 ml) was heated to 60 C for 1.5 h. This mixture was then added to half-saturated NH4Cl and acidified with 2 N HCl to pH 0-1. The product was extracted into i-PrOAc:THF 1:1, dried over Na2SO4 and concentrated. It was triturated with ether:hexane 1:4 to yield the diacid 4 as an off-white solid (approx 100% yield). The product is CN(CCOCCN(CCOCCC(=O)N)C)C (3-{2-{[2-(2-Dimethylamino ethoxy)ethyl]methylamino}ethoxy}propionamide). Solvent: 3. The reactants are CN(CCOCCN(CCO)C)C (2-{[2-(2-dimethylamino ethoxy)ethyl]methylamino}ethanol), C(C=C)(=O)N (acrylamide), [H-].[Na+] (Sodium hydride), CN(CCOCCN(CCO)C)C (2-{[2-(2-dimethylamino ethoxy)ethyl]methylamino}ethanol), C(C=C)(=O)N (acrylamide), S(O)(O)(=O)=O (sulfuric acid). Reported procedure: A 50 ml 3 neck round bottom flask was fitted with the following: magnetic stirrer, reflux condenser, air bubbler, and a temperature controlled oil bath. The flask was charged with 19.0 g of 2-{[2-(2-dimethylamino ethoxy)ethyl]methylamino}ethanol. Sodium hydride, 0.03 g, was then added carefully to the 2-{[2-(2-dimethylamino ethoxy)ethyl]methylamino}ethanol solution with stirring. The mixture was stirred at a constant rate for two minutes before 7.10 g of acrylamide was added. After the addition ... As a reaction SMILES: [CH3:1][N:2]([CH3:13])[CH2:3][CH2:4][O:5][CH2:6][CH2:7][N:8]([CH3:12])[CH2:9][CH2:10][OH:11].[H-].[Na+].[C:16]([NH2:20])(=[O:19])[CH:17]=[CH2:18].S(=O)(=O)(O)O>>[CH3:1][N:2]([CH3:13])[CH2:3][CH2:4][O:5][CH2:6][CH2:7][N:8]([CH3:12])[CH2:9][CH2:10][O:11][CH2:18][CH2:17][C:16]([NH2:20])=[O:19] |f:1.2|. Starting materials: OCCC#CC1=CC=C(S1)C=1SC=CC1 (5-(4-hydroxy-1-butynyl)-2,2'-bithiophene), CC1=CC=C(C=C1)S(=O)(=O)Cl (p-tosyl chloride). The solvent is N1=CC=CC=C1 (pyridine). Conditions: time 8 hour. Yields the product S(=O)(=O)(C1=CC=C(C)C=C1)OCCC#CC1=CC=C(S1)C=1SC=CC1 (5-(4-tosyloxy-1-butynyl)-2,2'-bithiophene), ClCCC#CC1=CC=C(S1)C=1SC=CC1 (5-(4-chloro-1-butynyl)-2,2'-bithiophene). Reaction SMILES: [OH:1][CH2:2][CH2:3][C:4]#[C:5][C:6]1[S:10][C:9]([C:11]2[S:12][CH:13]=[CH:14][CH:15]=2)=[CH:8][CH:7]=1.[CH3:16][C:17]1[CH:22]=[CH:21][C:20]([S:23]([Cl:26])(=[O:25])=[O:24])=[CH:19][CH:18]=1>N1C=CC=CC=1>[S:23]([O:1][CH2:2][CH2:3][C:4]#[C:5][C:6]1[S:10][C:9]([C:11]2[S:12][CH:13]=[CH:14][CH:15]=2)=[CH:8][CH:7]=1)([C:20]1[CH:21]=[CH:22][C:17]([CH3:16])=[CH:18][CH:19]=1)(=[O:25])=[O:24].[Cl:26][CH2:2][CH2:3][C:4]#[C:5][C:6]1[S:10][C:9]([C:11]2[S:12][CH:13]=[CH:14][CH:15]=2)=[CH:8][CH:7]=1. Procedure: 8.48 g of 5-(4-hydroxy-1-butynyl)-2,2'-bithiophene was dissolved in 100 ml of pyridine. 16 g of p-tosyl chloride was added in under nitrogen gas atmosphere. After stirred overnight, the pyridine was evaporated under reduced pressure. The reside was extracted with ethyl acetate (100 ml) twice, filtered, washed with water (100 ml) twice, HCl solution twice (5%, 100 ml) and water (100 ml) twice again. The organic layer dried over anhydrous magnesium sulfate was filtered and the solvent thereof was ...